This data is from the Open Reaction Database (ORD), a public repository of structured organic reaction records. The task is: describe an organic reaction: reactants, conditions, products, and yield Reactants: CCO, CC(Cl)Cl, O=C(Cl)C(=O)Cl, O=C(O)c1cn(-c2cc([N+](=O)[O-])c(F)cc2F)c2cc(F)c(F)cc2c1=O. Yields the product CCOC(=O)c1cn(-c2cc([N+](=O)[O-])c(F)cc2F)c2cc(F)c(F)cc2c1=O. RXN SMILES: [CH3:38][CH2:39][OH:40].[Cl:1][CH:2]([CH3:3])[Cl:4].[Cl:32][C:33]([C:34]([Cl:35])=[O:36])=[O:37].[F:5][c:6]1[c:7](-[n:16]2[cH:17][c:18]([C:29](=[O:30])[OH:31])[c:19](=[O:28])[c:20]3[cH:21][c:22]([F:27])[c:23]([F:26])[cH:24][c:25]23)[cH:8][c:9]([N+:13](=[O:14])[O-:15])[c:10]([F:12])[cH:11]1>>[CH2:2]([CH3:3])[O:31][C:29]([c:18]1[cH:17][n:16](-[c:7]2[c:6]([F:5])[cH:11][c:10]([F:12])[c:9]([N+:13](=[O:14])[O-:15])[cH:8]2)[c:25]2[c:20]([c:19]1=[O:28])[cH:21][c:22]([F:27])[c:23]([F:26])[cH:24]2)=[O:30]. The reactants are COC(=O)[C@H]1N(CC1)S(=O)(=O)C1=CN=C2N1[C@@](C(N2C2=CC(=CC(=C2)Cl)Cl)=O)(CC2=CC=C(C=C2)C=2C=NC=NC2)C ((S)-1-[(R)-7-(3,5-Dichloro-phenyl)-5-methyl-6-oxo-5-(4-pyrimidin-5-yl-benzyl)-6,7-dihydro-5H-imidazo[1,2-α]imidazole-3-sulfonyl]-azetidine-2-carboxylic acid methyl ester), N (ammonia). Conditions: temperature 50 celsius. The product is ClC=1C=C(C=C(C1)Cl)N1C([C@](N2C1=NC=C2S(=O)(=O)N2[C@@H](CC2)C(=O)N)(CC2=CC=C(C=C2)C=2C=NC=NC2)C)=O ((S)-1-[(R)-7-(3,5-Dichloro-phenyl)-5-methyl-6-oxo-5-(4-pyrimidin-5-yl-benzyl)-6,7-dihydro-5H-imidazo[1,2-α]imidazole-3-sulfonyl]-azetidine-2-carboxylic acid amide). RXN SMILES: C[O:2][C:3]([C@@H:5]1[CH2:8][CH2:7][N:6]1[S:9]([C:12]1[N:16]2[C@:17]([CH3:42])([CH2:29][C:30]3[CH:35]=[CH:34][C:33]([C:36]4[CH:37]=[N:38][CH:39]=[N:40][CH:41]=4)=[CH:32][CH:31]=3)[C:18](=[O:28])[N:19]([C:20]3[CH:25]=[C:24]([Cl:26])[CH:23]=[C:22]([Cl:27])[CH:21]=3)[C:15]2=[N:14][CH:13]=1)(=[O:11])=[O:10])=O.[NH3:43]>>[Cl:27][C:22]1[CH:21]=[C:20]([N:19]2[C:15]3=[N:14][CH:13]=[C:12]([S:9]([N:6]4[CH2:7][CH2:8][C@H:5]4[C:3]([NH2:43])=[O:2])(=[O:11])=[O:10])[N:16]3[C@:17]([CH3:42])([CH2:29][C:30]3[CH:35]=[CH:34][C:33]([C:36]4[CH:37]=[N:38][CH:39]=[N:40][CH:41]=4)=[CH:32][CH:31]=3)[C:18]2=[O:28])[CH:25]=[C:24]([Cl:26])[CH:23]=1. Procedure: (S)-1-[(R)-7-(3,5-Dichloro-phenyl)-5-methyl-6-oxo-5-(4-pyrimidin-5-yl-benzyl)-6,7-dihydro-5H-imidazo[1,2-α]imidazole-3-sulfonyl]-azetidine-2-carboxylic acid methyl ester (0.025 g, 0.04 mmol) was dissolved in 2.0 M methanolic ammonia solution (5 mL) in a sealed tube and heated to 50° C. for 48 h. The reaction was cooled to room temperature and the volatiles were removed in vacuo. The resultant residue was purified by silica gel chromatography to afford 0.018 g of the title compound (612.1, M+H). The solvent is O (water). RXN SMILES: [I-].[CH3:2][N+:3]1[CH2:12][CH2:11][C:10]2[C:5](=[C:6]([O:17][CH3:18])[C:7]([O:15][CH3:16])=[C:8]([O:13][CH3:14])[CH:9]=2)[CH:4]=1.[CH2:19]([O:21][C:22]1[C:31]([O:32][CH2:33][CH3:34])=[C:30]([O:35][CH2:36][CH3:37])[C:29]([N+:38]([O-:40])=[O:39])=[C:28]2[C:23]=1[CH2:24][O:25][C:26]2=[O:27])[CH3:20].C(=O)([O-])[O-].[K+].[K+].CO>O>[CH3:2][N:3]1[CH2:12][CH2:11][C:10]2[C:5](=[C:6]([O:17][CH3:18])[C:7]([O:15][CH3:16])=[C:8]([O:13][CH3:14])[CH:9]=2)[CH:4]1[CH:24]1[C:23]2[C:28](=[C:29]([N+:38]([O-:40])=[O:39])[C:30]([O:35][CH2:36][CH3:37])=[C:31]([O:32][CH2:33][CH3:34])[C:22]=2[O:21][CH2:19][CH3:20])[C:26](=[O:27])[O:25]1 |f:0.1,3.4.5|. Starting materials: [I-].C[N+]1=CC2=C(C(=C(C=C2CC1)OC)OC)OC (2-methyl-6,7,8-trimethoxy-3,4-dihydro-isoquinolinium iodide), C(C)OC1=C2COC(=O)C2=C(C(=C1OCC)OCC)[N+](=O)[O-] (4,5,6-triethoxy-7-nitrophthalide), C([O-])([O-])=O.[K+].[K+] (potassium carbonate), CO (methanol). Product: CN1C(C2=C(C(=C(C=C2CC1)OC)OC)OC)C1OC(=O)C2=C(C(=C(C(=C12)OCC)OCC)OCC)[N+](=O)[O-] (2-methyl-6,7,8-trimethoxy-1[4,5,6-triethoxy-7-nitro-3-phthalidyl]-1,2,3,4-tetrahydro-isoquinoline). Procedure: 235 g (0.647 mole) of 2-methyl-6,7,8-trimethoxy-3,4-dihydro-isoquinolinium iodide (described in J. Chem. Soc. 1951, 1150), 201.4 g of 4,5,6-triethoxy-7-nitrophthalide and 107 g of potassium carbonate are added to 1.240 liters of methanol. After stirring for 24 hours at a temperature below the boiling point of the solvent, 730 ml of water is added and the reaction solution is allowed to crystallise. The crystals are collected by filtration, washed with water and dried, providing 270 g of C27H34O1... Reactants: C1(CCCC1)C[C@@H](C(=O)N1N=CC[C@H]1C(=O)NC1=[N+](C=C(C=C1)F)[O-])CC(NOCC1=CC=CC=C1)=O ((5S)-1-((2R)-2-(Cyclopentylmethyl)-4-oxo-4-{[(phenylmethyl)oxy]amino}butanoyl)-N-(5-fluoro-1-oxido-2-pyridinyl)-4,5-dihydro-1H-pyrazole-5-carboxamide). The reagents and catalysts are [OH-].[OH-].[Pd+2] (Pearlman's catalyst). Solvent: CO (methanol). Reaction conditions: time 1 hour. Product: C1(CCCC1)C[C@@H](C(=O)N1N=CC[C@H]1C(=O)NC1=[N+](C=C(C=C1)F)[O-])CC(=O)NO ((5S)-1-[(2R)-2-(cyclopentylmethyl)-4-(hydroxyamino)-4-oxobutanoyl]-N-(5-fluoro-1-oxido-2-pyridinyl)-4,5-dihydro-1H-pyrazole-5-carboxamide). Yield: 50.0%. As a reaction SMILES: [CH:1]1([CH2:6][C@H:7]([CH2:26][C:27](=[O:37])[NH:28][O:29]CC2C=CC=CC=2)[C:8]([N:10]2[C@H:14]([C:15]([NH:17][C:18]3[CH:23]=[CH:22][C:21]([F:24])=[CH:20][N+:19]=3[O-:25])=[O:16])[CH2:13][CH:12]=[N:11]2)=[O:9])[CH2:5][CH2:4][CH2:3][CH2:2]1>CO.[OH-].[OH-].[Pd+2]>[CH:1]1([CH2:6][C@H:7]([CH2:26][C:27]([NH:28][OH:29])=[O:37])[C:8]([N:10]2[C@H:14]([C:15]([NH:17][C:18]3[CH:23]=[CH:22][C:21]([F:24])=[CH:20][N+:19]=3[O-:25])=[O:16])[CH2:13][CH:12]=[N:11]2)=[O:9])[CH2:2][CH2:3][CH2:4][CH2:5]1 |f:2.3.4|. Procedure details: (5S)-1-((2R)-2-(Cyclopentylmethyl)-4-oxo-4-{[(phenylmethyl)oxy]amino}butanoyl)-N-(5-fluoro-1-oxido-2-pyridinyl)-4,5-dihydro-1H-pyrazole-5-carboxamide (90 mg, 0.18 mmol) was dissolved in methanol (8 mL), and Pearlman's catalyst (24 mg, 0.03 mmol) was added to the solution. The mixture was stirred under 1 atm of H2 (balloon) for 1 hour. After 1 hour, the reaction mixture was filtered, concentrated, and purified by Gilson HPLC (Sunfire Column 19×50 mm, flowrate 25 mL/min, 10 min, 5-65% MeCN:H2O) to... Reactants: N1CCCC1 (Pyrrolidine), ClC=1C=C(C=CC1)N1C(C(C2=CC=CC=C12)=CN(C)C)=O (1-(3-Chlorophenyl)-3-(dimethylaminomethylene)-2(1H,3H)-indolone). Solvent: C(C)O (ethanol). Reaction conditions: time 3 hour. Product: ClC=1C=C(C=CC1)N1C(C(C2=CC=CC=C12)=CN1CCCC1)=O (1-(3-Chlorophenyl)-3-(pyrrolidinomethylene)-2(1H,3H)-indolone). Reaction SMILES: N1CC[CH2:3][CH2:2]1.[Cl:6][C:7]1[CH:8]=[C:9]([N:13]2[C:21]3[C:16](=[CH:17][CH:18]=[CH:19][CH:20]=3)[C:15](=[CH:22][N:23]([CH3:25])[CH3:24])[C:14]2=[O:26])[CH:10]=[CH:11][CH:12]=1>C(O)C>[Cl:6][C:7]1[CH:8]=[C:9]([N:13]2[C:21]3[C:16](=[CH:17][CH:18]=[CH:19][CH:20]=3)[C:15](=[CH:22][N:23]3[CH2:24][CH2:3][CH2:2][CH2:25]3)[C:14]2=[O:26])[CH:10]=[CH:11][CH:12]=1. Procedure details: Pyrrolidine (0.42 ml, 5.0 mmoles) was added to a solution of the title product of Example A3 (0.3 g, 1.0 mmole) in 10 ml of ethanol. The mixture was stirred 3 hours and then allowed to stand for 16 hours at 25°. The reaction mixture was evaporated to dryness in vacuo. The residue was triturated with ether and filtered with pentane wash to yield purified title product, 0.253 g; m.p. 108°-112°. Reactants: BrC1=CC=C(S1)C(CC(=O)OCC)=O (ethyl 3-(5-bromothiophen-2-yl)-3-oxopropanoate), N1CCCCC1 (piperidine), C(C)(=O)O (acetic acid). Solvent: C1=CC=CC=C1 (benzene). Yields the product BrC1=CC=C(S1)C(=O)C(C(=O)OCC)=CC1=CC=CC=C1 (ethyl 2-(5-bromothiophene-2-carbonyl)-3-phenylacrylate), viscous oil. As a reaction SMILES: [Br:1][C:2]1[S:6][C:5]([C:7](=[O:14])[CH2:8][C:9]([O:11][CH2:12][CH3:13])=[O:10])=[CH:4][CH:3]=1.N1[CH2:20][CH2:19][CH2:18][CH2:17][CH2:16]1.[C:21](O)(=O)[CH3:22]>C1C=CC=CC=1>[Br:1][C:2]1[S:6][C:5]([C:7]([C:8](=[CH:16][C:17]2[CH:22]=[CH:21][CH:20]=[CH:19][CH:18]=2)[C:9]([O:11][CH2:12][CH3:13])=[O:10])=[O:14])=[CH:4][CH:3]=1. Procedure: A solution of ethyl 3-(5-bromothiophen-2-yl)-3-oxopropanoate (3.73 g, 13.46 mmol), benaldehyde (1.501 ml, 14.81 mmol), piperidine (0.133 ml, 1.346 mmol) and acetic acid (0.389 ml, 6.8 mmol) in benzene (50 ml) was heated at 85° C. for 5 h using a Dean-Stark trap for removal of the water formed. The reaction solution was concentrated. The resulting residue was purified via flash chromatography (silica gel cartridge with eluent of 0-5% ethyl acetate/hexane) to give ethyl 2-(5-bromothiophene-2-carbo... Starting materials: BrBr (bromine), [Br-].[K+] (potassium bromide), O=C1NC2=CC(=CC=C2CC1)OCC1=CC=C(C(=O)OC(C)(C)C)C=C1 (tert-butyl 4-((2-oxo-1,2,3,4-tetrahydroquinolin-7-yloxy)methyl)benzoate). The solvent is C(C)(=O)O (acetic acid), C(C)(=O)O (acetic acid). Run at time 1 hour. Product: BrC=1C=C2CCC(NC2=CC1OCC1=CC=C(C(=O)O)C=C1)=O (4-((6-bromo-2-oxo-1,2,3,4-tetrahydroquinolin-7-yloxy)methyl)benzoic acid). Isolated yield 57.1%. RXN SMILES: [O:1]=[C:2]1[CH2:11][CH2:10][C:9]2[C:4](=[CH:5][C:6]([O:12][CH2:13][C:14]3[CH:26]=[CH:25][C:17]([C:18]([O:20]C(C)(C)C)=[O:19])=[CH:16][CH:15]=3)=[CH:7][CH:8]=2)[NH:3]1.[Br:27]Br.[Br-].[K+]>C(O)(=O)C>[Br:27][C:7]1[CH:8]=[C:9]2[C:4](=[CH:5][C:6]=1[O:12][CH2:13][C:14]1[CH:26]=[CH:25][C:17]([C:18]([OH:20])=[O:19])=[CH:16][CH:15]=1)[NH:3][C:2](=[O:1])[CH2:11][CH2:10]2 |f:2.3|. Procedure details: To a suspension of tert-butyl 4-((2-oxo-1,2,3,4-tetrahydroquinolin-7-yloxy)methyl)benzoate (550 mg, 1.56 mmol) in glacial acetic acid (5 mL) was added dropwise a solution of bromine (800 mg, 5.00 mmol) and potassium bromide (595 mg, 5.0 mmol) in acetic acid (10 mL) under an atmosphere of dry N2, and the mixture stirred at room temperature for 1 hour. The reaction mixture was warmed to 60° C. for 18 hours, then cooled, and the solvent evaporated under reduced pressure. The residue was poured slow... The reactants are CC(=O)N1c2ccc(NC(=O)c3cccc(C)c3Br)cc2C(C)(c2ccccc2)CC1(C)C, CCO, COCCOC, [Cs+], [F-], O=C(C=Cc1ccccc1)C=Cc1ccccc1, O=C(C=Cc1ccccc1)C=Cc1ccccc1, O=C(C=Cc1ccccc1)C=Cc1ccccc1, [Pd], [Pd], OB(O)c1ccccc1, c1ccc(P(c2ccccc2)c2ccccc2)cc1. Yields the product CC(=O)N1c2ccc(NC(=O)c3cccc(C)c3-c3ccccc3)cc2C(C)(c2ccccc2)CC1(C)C. RXN SMILES: [C:1]([CH3:2])(=[O:3])[N:4]1[C:5]([CH3:32])([CH3:33])[CH2:6][C:7]([CH3:25])([c:26]2[cH:27][cH:28][cH:29][cH:30][cH:31]2)[c:8]2[cH:9][c:10]([NH:14][C:15]([c:16]3[c:17]([Br:23])[c:18]([CH3:22])[cH:19][cH:20][cH:21]3)=[O:24])[cH:11][cH:12][c:13]21.[CH2:64]([OH:65])[CH3:66].[CH2:67]([CH2:68][O:69][CH3:70])[O:71][CH3:72].[Cs+:44].[F-:43].[O:111]=[C:112]([CH:113]=[CH:114][c:115]1[cH:116][cH:117][cH:118][cH:119][cH:120]1)[CH:121]=[CH:122][c:123]1[cH:124][cH:125][cH:126][cH:127][cH:128]1.[O:75]=[C:76]([CH:77]=[CH:78][c:79]1[cH:80][cH:81][cH:82][cH:83][cH:84]1)[CH:85]=[CH:86][c:87]1[cH:88][cH:89][cH:90][cH:91][cH:92]1.[O:93]=[C:94]([CH:95]=[CH:96][c:97]1[cH:98][cH:99][cH:100][cH:101][cH:102]1)[CH:103]=[CH:104][c:105]1[cH:106][cH:107][cH:108][cH:109][cH:110]1.[Pd:73].[Pd:74].[c:34]1([B:40]([OH:41])[OH:42])[cH:35][cH:36][cH:37][cH:38][cH:39]1.[c:45]1([P:46]([c:47]2[cH:48][cH:49][cH:50][cH:51][cH:52]2)[c:53]2[cH:54][cH:55][cH:56][cH:57][cH:58]2)[cH:59][cH:60][cH:61][cH:62][cH:63]1>>[C:1]([CH3:2])(=[O:3])[N:4]1[C:5]([CH3:32])([CH3:33])[CH2:6][C:7]([CH3:25])([c:26]2[cH:27][cH:28][cH:29][cH:30][cH:31]2)[c:8]2[cH:9][c:10]([NH:14][C:15]([c:16]3[c:17](-[c:34]4[cH:35][cH:36][cH:37][cH:38][cH:39]4)[c:18]([CH3:22])[cH:19][cH:20][cH:21]3)=[O:24])[cH:11][cH:12][c:13]21.